From a dataset of the Open Reaction Database (ORD), a public repository of structured organic reaction records. describe an organic reaction: reactants, conditions, products, and yield Reactants: ClC=1N=C(NC1CC)C(=O)N[C@@H]1[C@@H](CN(CC1)C=1SC(=C(N1)C)C(=O)OCC)OCC(F)F (ethyl cis(±)-2-(4-{[(4-chloro-5-ethyl-1H-imidazol-2-yl)carbonyl]amino}-3-(2,2-difluoroethoxy)piperidin-1-yl)-4-methyl-1,3-thiazole-5-carboxylate), [OH-].[Li+] (lithium hydroxide), CO (methanol). Solvent: C1CCOC1 (THF). The product is ClC=1N=C(NC1CC)C(=O)N[C@@H]1[C@@H](CN(CC1)C=1SC(=C(N1)C)C(=O)O)OCC(F)F (cis(±)-2-(4-{[(4-Chloro-5-ethyl-1H-imidazol-2-yl)carbonyl]amino}-3-(2,2-difluoroethoxy)piperidin-1-yl)-4-methyl-1,3-thiazole-5-carboxylic acid). Yield: 69.7%. As a reaction SMILES: [Cl:1][C:2]1[N:3]=[C:4]([C:9]([NH:11][C@H:12]2[CH2:17][CH2:16][N:15]([C:18]3[S:19][C:20]([C:24]([O:26]CC)=[O:25])=[C:21]([CH3:23])[N:22]=3)[CH2:14][C@H:13]2[O:29][CH2:30][CH:31]([F:33])[F:32])=[O:10])[NH:5][C:6]=1[CH2:7][CH3:8].[OH-].[Li+].CO>C1COCC1>[Cl:1][C:2]1[N:3]=[C:4]([C:9]([NH:11][C@H:12]2[CH2:17][CH2:16][N:15]([C:18]3[S:19][C:20]([C:24]([OH:26])=[O:25])=[C:21]([CH3:23])[N:22]=3)[CH2:14][C@H:13]2[O:29][CH2:30][CH:31]([F:33])[F:32])=[O:10])[NH:5][C:6]=1[CH2:7][CH3:8] |f:1.2|. Procedure: The same operation as in Example (91d) was performed using ethyl cis(±)-2-(4-{[(4-chloro-5-ethyl-1H-imidazol-2-yl)carbonyl]amino}-3-(2,2-difluoroethoxy)piperidin-1-yl)-4-methyl-1,3-thiazole-5-carboxylate obtained in Example (122a) (0.24 g, 0.48 mmol), 2 N lithium hydroxide (3 mL, 6 mmol), methanol (3 mL) and THF (8 mL) to obtain 0.16 g of the title compound as a colorless solid (71%). Starting materials: FC(F)(F)CCBr, N#Cc1ccc(CC(C#N)C#N)cc1, CN(C)C=O, [H-], [Na+]. The product is N#Cc1ccc(CC(C#N)(C#N)CCC(F)(F)F)cc1. As a reaction SMILES: [Br:17][CH2:18][CH2:19][C:20]([F:21])([F:22])[F:23].[C:1](#[N:2])[c:3]1[cH:4][cH:5][c:6]([CH2:7][CH:8]([C:9]#[N:10])[C:11]#[N:12])[cH:13][cH:14]1.[CH3:24][N:25]([CH3:26])[CH:27]=[O:28].[H-:15].[Na+:16]>>[C:1](#[N:2])[c:3]1[cH:4][cH:5][c:6]([CH2:7][C:8]([C:9]#[N:10])([C:11]#[N:12])[CH2:18][CH2:19][C:20]([F:21])([F:22])[F:23])[cH:13][cH:14]1. The reactants are CN1CCN(CC1)C1=CC=C(C=N1)N (6-(4-methylpiperazin-1-yl)pyridin-3-amine), BrC=1C(N(C=C(N1)Br)C)=O (3,5-dibromo-1-methylpyrazin-2(1H)-one). Solvent: C(C)(C)O (isopropanol). Yields the product BrC=1N=C(C(N(C1)C)=O)NC=1C=NC(=CC1)N1CCN(CC1)C (5-Bromo-1-methyl-3-(6-(4-methylpiperazin-1-yl)pyridine-3-ylamino)pyrazin-2(1H)-one). Yield: 25.4%. RXN SMILES: [CH3:1][N:2]1[CH2:7][CH2:6][N:5]([C:8]2[N:13]=[CH:12][C:11]([NH2:14])=[CH:10][CH:9]=2)[CH2:4][CH2:3]1.Br[C:16]1[C:17](=[O:24])[N:18]([CH3:23])[CH:19]=[C:20]([Br:22])[N:21]=1>C(O)(C)C>[Br:22][C:20]1[N:21]=[C:16]([NH:14][C:11]2[CH:12]=[N:13][C:8]([N:5]3[CH2:6][CH2:7][N:2]([CH3:1])[CH2:3][CH2:4]3)=[CH:9][CH:10]=2)[C:17](=[O:24])[N:18]([CH3:23])[CH:19]=1. Procedure details: A mixture of 6-(4-methylpiperazin-1-yl)pyridin-3-amine (1 g, 5.2 mmol) prepared according to US 2009/0318448, 3,5-dibromo-1-methylpyrazin-2(1H)-one (1.7 g, 6.2 mmol), and isopropanol (20 mL) was stirred at reflux for 16 h. After the reaction was completed, the solvent was removed to give 331a as a brown solid (500 mg, 30%). MS: [M+H]+ 379. Reactants: C(C)(C)(C)OC(=O)N1CCN(CC1)S(=O)(=O)C1=CC(=CC=C1)F (4-(3-Fluoro-benzenesulfonyl)-piperazine-1-carboxylic acid tert-butyl ester), Cl (HCl). Run in CO (methanol), ClCCl (dichloromethane), C(C)OCC (diethyl ether). Conditions: time 8 hour. The product is Cl.FC=1C=C(C=CC1)S(=O)(=O)N1CCNCC1 (4-(3-fluoro-benzenesulfonyl)-piperazine hydrochloride salt). As a reaction SMILES: C(OC([N:8]1[CH2:13][CH2:12][N:11]([S:14]([C:17]2[CH:22]=[CH:21][CH:20]=[C:19]([F:23])[CH:18]=2)(=[O:16])=[O:15])[CH2:10][CH2:9]1)=O)(C)(C)C.[ClH:24]>CO.ClCCl.C(OCC)C>[ClH:24].[F:23][C:19]1[CH:18]=[C:17]([S:14]([N:11]2[CH2:12][CH2:13][NH:8][CH2:9][CH2:10]2)(=[O:15])=[O:16])[CH:22]=[CH:21][CH:20]=1 |f:5.6|. Procedure details: 4-(3-Fluoro-benzenesulfonyl)-piperazine-1-carboxylic acid tert-butyl ester (919 mg) was dissolved in methanol (10 ml) and dichloromethane (5 ml), 2M HCl in diethyl ether (12 ml) was added and the reaction mixture was stirred at room temperature overnight. Volatiles were removed in vacuo to yield 4-(3-fluoro-benzenesulfonyl)-piperazine hydrochloride salt (807 mg). Starting materials: COC([C@@H](C[C@@H](OC)C1=CC=C(C=C1)F)CC=O)=O (4(R)-(4-Fluoro-phenyl)-4-methoxy-2(S)-(2-oxo-ethyl)-butyric acid methyl ester), C(C)(C)(C)OC(=O)N1CCNCC1 (piperazine-1-carboxylic acid tert-butyl ester), [BH-](OC(=O)C)(OC(=O)C)OC(=O)C.[Na+] (NaBH(OAc)3), CC(=O)O (AcOH). Conditions: time 8 hour. The product is FC1=CC=C(C=C1)[C@@H](C[C@H](CCN1CCN(CC1)C(=O)OC(C)(C)C)C(=O)OC)OC (tert-Butyl 4-((3S,5R)-5-(4-fluorophenyl)-5-methoxy-3-(methoxycarbonyl)pentyl)piperazine-1-carboxylate). The yield is 83.2%. Reaction SMILES: [CH3:1][O:2][C:3](=[O:19])[C@H:4]([CH2:16][CH:17]=O)[CH2:5][C@H:6]([C:9]1[CH:14]=[CH:13][C:12]([F:15])=[CH:11][CH:10]=1)[O:7][CH3:8].[C:20]([O:24][C:25]([N:27]1[CH2:32][CH2:31][NH:30][CH2:29][CH2:28]1)=[O:26])([CH3:23])([CH3:22])[CH3:21].[BH-](OC(C)=O)(OC(C)=O)OC(C)=O.[Na+].CC(O)=O>>[F:15][C:12]1[CH:13]=[CH:14][C:9]([C@H:6]([O:7][CH3:8])[CH2:5][C@@H:4]([C:3]([O:2][CH3:1])=[O:19])[CH2:16][CH2:17][N:30]2[CH2:29][CH2:28][N:27]([C:25]([O:24][C:20]([CH3:23])([CH3:22])[CH3:21])=[O:26])[CH2:32][CH2:31]2)=[CH:10][CH:11]=1 |f:2.3|. Reported procedure: To a solution of 4(R)-(4-Fluoro-phenyl)-4-methoxy-2(S)-(2-oxo-ethyl)-butyric acid methyl ester (200 mg, 0.74 mmol) and piperazine-1-carboxylic acid tert-butyl ester (166 mg, 0.89 mmol) was added NaBH(OAc)3 (218 mg, 1.03 mmol) and AcOH (53.4 mg, 51 μL, 0.89 mmol) at room temperature. The mixture was stirred for 8 h at the room temperature. The reaction was quenched by pouring into 20 mL 5% aqueous NaOH and diluted with ethylacetate. The mixture was extracted with ethyl acetate (3×15 mL) and the c... Reactants: BrCCCC1CCCCC1, COC(=O)C=C(C)[O-], [I-], [K+], [Na+]. Product: COC(=O)C(CCCC1CCCCC1)C(C)=O. Reaction SMILES: [Br:12][CH2:13][CH2:14][CH2:15][CH:16]1[CH2:17][CH2:18][CH2:19][CH2:20][CH2:21]1.[CH3:1][O:2][C:3]([CH:4]=[C:5]([CH3:6])[O-:7])=[O:8].[I-:11].[K+:10].[Na+:9]>>[CH3:1][O:2][C:3]([CH:4]([C:5]([CH3:6])=[O:7])[CH2:13][CH2:14][CH2:15][CH:16]1[CH2:17][CH2:18][CH2:19][CH2:20][CH2:21]1)=[O:8].